Dataset: the Open Reaction Database (ORD), a public repository of structured organic reaction records. Task: describe an organic reaction: reactants, conditions, products, and yield Reactants: II (iodine), S(=S)(=O)([O-])[O-].[Na+].[Na+] (sodium thiosulfate), CC=1N(C(=CC1)C)C1=NN(C=C1)C1=CC(=CC=C1)F (3-(2,5-dimethylpyrrol-1-yl)-1-(3-fluorophenyl)-1H-pyrazole), C(CCC)[Li] (n-butyllithium), N (ammonia). Run in O1CCCC1 (tetrahydrofuran), O1CCCC1 (tetrahydrofuran). Run at time 30 minute. The product is CC=1N(C(=CC1)C)C1=NN(C(=C1)I)C1=CC(=CC=C1)F (3-(2,5-Dimethylpyrrol-1-yl)-1-(3-fluorophenyl)-5-iodo-1H-pyrazole). The yield is 29.0%. As a reaction SMILES: [CH3:1][C:2]1[N:3]([C:8]2[CH:12]=[CH:11][N:10]([C:13]3[CH:18]=[CH:17][CH:16]=[C:15]([F:19])[CH:14]=3)[N:9]=2)[C:4]([CH3:7])=[CH:5][CH:6]=1.C([Li])CCC.[I:25]I.S([O-])([O-])(=O)=S.[Na+].[Na+].N>O1CCCC1>[CH3:7][C:4]1[N:3]([C:8]2[CH:12]=[C:11]([I:25])[N:10]([C:13]3[CH:18]=[CH:17][CH:16]=[C:15]([F:19])[CH:14]=3)[N:9]=2)[C:2]([CH3:1])=[CH:6][CH:5]=1 |f:3.4.5|. Reported procedure: To a solution of 3-(2,5-dimethylpyrrol-1-yl)-1-(3-fluorophenyl)-1H-pyrazole (10.4 g) in tetrahydrofuran (100 ml) cooled to −78° C. was added n-butyllithium (1.6M solution in n-hexane, 31 ml) over 10 minutes, and then the mixture was stirred for 30 minutes. To the mixture was added dropwise a solution of iodine (12.4 g) in tetrahydrofuran (20 ml) over 10 minutes, and the mixture was stirred for additional 30 minutes. To the mixture were sequentially added a 20 wt % aqueous solution of sodium thio... Reactants: CCOC(C)=O, Cl, CC(C)(C)OC(=O)NCCc1ccnc(-c2nc(=O)c3ccccc3s2)c1. The product is Cl, NCCc1ccnc(-c2nc(=O)c3ccccc3s2)c1. As a reaction SMILES: [CH3:29][CH2:30][O:31][C:32](=[O:33])[CH3:34].[ClH:28].[O:1]=[c:2]1[n:3][c:4](-[c:12]2[n:13][cH:14][cH:15][c:16]([CH2:18][CH2:19][NH:20][C:21](=[O:22])[O:23][C:24]([CH3:25])([CH3:26])[CH3:27])[cH:17]2)[s:5][c:6]2[c:7]1[cH:8][cH:9][cH:10][cH:11]2>>[ClH:28].[O:1]=[c:2]1[n:3][c:4](-[c:12]2[n:13][cH:14][cH:15][c:16]([CH2:18][CH2:19][NH2:20])[cH:17]2)[s:5][c:6]2[c:7]1[cH:8][cH:9][cH:10][cH:11]2. The reactants are CC1(C)C2CCC(CC(=O)Cl)C1C2, CCc1nc2ccccc2c(=O)n1N. The product is CCc1nc2ccccc2c(=O)n1NC(=O)CC1CCC2CC1C2(C)C. As a reaction SMILES: [CH3:1][C:2]1([CH3:13])[CH:3]2[CH2:4][CH2:5][CH:6]([CH2:9][C:10](=[O:11])[Cl:12])[CH:7]1[CH2:8]2.[NH2:14][n:15]1[c:16]([CH2:26][CH3:27])[n:17][c:18]2[cH:19][cH:20][cH:21][cH:22][c:23]2[c:24]1=[O:25]>>[CH3:1][C:2]1([CH3:13])[CH:3]2[CH2:4][CH2:5][CH:6]([CH2:9][C:10](=[O:11])[NH:14][n:15]3[c:16]([CH2:26][CH3:27])[n:17][c:18]4[cH:19][cH:20][cH:21][cH:22][c:23]4[c:24]3=[O:25])[CH:7]1[CH2:8]2. As a reaction SMILES: [Br-].[Br:2]CC1C=CC(C(OCC[N+](C)(C)C)=O)=CC=1.C(=O)(O)[O-].[Na+].CS(C)=O.[I-].[CH:29]([C:31]1[CH:45]=[CH:44][C:34]([C:35]([O:37][CH2:38][CH2:39][N+:40]([CH3:43])([CH3:42])[CH3:41])=[O:36])=[CH:33][CH:32]=1)=[O:30]>C(O)C.O>[Br-:2].[CH:29]([C:31]1[CH:45]=[CH:44][C:34]([C:35]([O:37][CH2:38][CH2:39][N+:40]([CH3:41])([CH3:42])[CH3:43])=[O:36])=[CH:33][CH:32]=1)=[O:30] |f:0.1,2.3,5.6,9.10|. Run in C(C)O (ethanol), O (water). The reactants are [Br-].BrCC1=CC=C(C(=O)OCC[N+](C)(C)C)C=C1 (p-Bromomethyl benzoyl choline bromide), C([O-])(O)=O.[Na+] (sodium bicarbonate), CS(=O)C (dimethylsulfoxide), [I-].C(=O)C1=CC=C(C(=O)OCC[N+](C)(C)C)C=C1 (p-formylbenzoyl choline iodide). Procedure details: p-Bromomethyl benzoyl choline bromide (102 mg.) sodium bicarbonate (24.8 mg.) and dimethylsulfoxide (0.3 ml.) are heated in an oil bath at 125° for about 5 minutes until vigorous effervescence ceases. The solution is cooled giving a suspension which upon dilution with 2 ml. of water is dissolved. The addition of 5 ml. of absolute ethanol at room temperature yields a crystalline precipitate which is isolated by centrifugation. The solid is isolated, and dried in vacuo at 75° to yield a crisp glas... Product: [Br-].C(=O)C1=CC=C(C(=O)OCC[N+](C)(C)C)C=C1 (p-Formyl benzoyl choline bromide). The reactants are CN(C)C=O, CO, Nc1c(F)cc(F)c2oc(-c3ccc(NCCCN4C(=O)c5ccccc5C4=O)cc3)cc(=O)c12, NN, O. Product: NCCCNc1ccc(-c2cc(=O)c3c(N)c(F)cc(F)c3o2)cc1. As a reaction SMILES: [CH3:36][N:37]([CH3:38])[CH:39]=[O:40].[CH3:41][OH:42].[NH2:1][c:2]1[c:3]([F:35])[cH:4][c:5]([F:34])[c:6]2[c:7]1[c:8](=[O:33])[cH:9][c:10](-[c:12]1[cH:13][cH:14][c:15]([NH:18][CH2:19][CH2:20][CH2:21][N:22]3[C:23](=[O:24])[c:25]4[cH:26][cH:27][cH:28][cH:29][c:30]4[C:31]3=[O:32])[cH:16][cH:17]1)[o:11]2.[NH2:44][NH2:45].[OH2:43]>>[NH2:1][c:2]1[c:3]([F:35])[cH:4][c:5]([F:34])[c:6]2[c:7]1[c:8](=[O:33])[cH:9][c:10](-[c:12]1[cH:13][cH:14][c:15]([NH:18][CH2:19][CH2:20][CH2:21][NH2:22])[cH:16][cH:17]1)[o:11]2. Starting materials: [H-].[Na+] (sodium hydride), NC=1C=CC=C2C=CC(=NC12)Cl (8-amino-2-chloroquinoline), C[O-].[Na+] (sodium methylate), [H][H] (hydrogen). Solvent: CN(C)C=O (DMF), CO (methanol), CN(C)C=O (DMF). Yields the product NC=1C=CC=C2C=CC(=NC12)OC (8-amino-2-methoxyquinoline). Reaction SMILES: [NH2:1][C:2]1[CH:3]=[CH:4][CH:5]=[C:6]2[C:11]=1[N:10]=[C:9](Cl)[CH:8]=[CH:7]2.[CH3:13][O-:14].[Na+].[H-].[Na+].[H][H]>CN(C=O)C.CO>[NH2:1][C:2]1[CH:3]=[CH:4][CH:5]=[C:6]2[C:11]=1[N:10]=[C:9]([O:14][CH3:13])[CH:8]=[CH:7]2 |f:1.2,3.4|. Procedure: Thus, the 8-amino-2-chloroquinoline VI was allowed to react with a solution of sodium methylate in DMF (prepared under nitrogen by adding sodium hydride to a solution of methanol in DMF accompanied by the liberation of hydrogen). This procedure afforded 8-amino-2-methoxyquinoline VII. The introduction of the 8-(4-amino-1-methylbutyl) side chain was accomplished in the same manner as for the COMPARATIVE COMPOUND (U.S. Pat. No. 4,431,801). Thus intermediate VII was treated with 4-iodo-1-phthalimid...